This data is from the Open Reaction Database (ORD), a public repository of structured organic reaction records. The task is: describe an organic reaction: reactants, conditions, products, and yield The reactants are C(C)(C)N(C(C)C)CC (N,N-diisopropylethylamine), Cl.Cl.N1CCC2(CC1)OC(C1=NC=CC=C12)=O (7H-spiro[furo[3,4-b]pyridine-5,4′-piperidin]-7-one dihydrochloride), Cl.CN(C(=O)Cl)CCN1CCCCC1 (methyl(2-piperidin-1-ylethyl)carbamyl chloride monohydrochloride). Solvent: C(Cl)(Cl)Cl (Chloroform). Run at temperature 70 celsius, time 11 hour. The product is CN(C(=O)C1CCC2(OC(C3=NC=CC=C32)=O)CC1)CCN1CCCCC1 (N-methyl-7′-oxo-N-(2-piperidin-1-ylethyl)-7′H-spiro[cyclohexane-1,5′-furo[3,4-b]pyridine]-4-carboxamide). The yield is 24.0%. Reaction SMILES: [CH:1](N(CC)C(C)C)(C)C.Cl.Cl.N1[CH2:17][CH2:16][C:15]2([C:25]3[C:20](=[N:21][CH:22]=[CH:23][CH:24]=3)[C:19](=[O:26])[O:18]2)[CH2:14][CH2:13]1.Cl.[CH3:28][N:29]([CH2:33][CH2:34][N:35]1[CH2:40][CH2:39][CH2:38][CH2:37][CH2:36]1)[C:30](Cl)=[O:31]>C(Cl)(Cl)Cl>[CH3:28][N:29]([CH2:33][CH2:34][N:35]1[CH2:40][CH2:39][CH2:38][CH2:37][CH2:36]1)[C:30]([CH:1]1[CH2:17][CH2:16][C:15]2([C:25]3[C:20](=[N:21][CH:22]=[CH:23][CH:24]=3)[C:19](=[O:26])[O:18]2)[CH2:14][CH2:13]1)=[O:31] |f:1.2.3,4.5|. Procedure details: With cooling with ice, N,N-diisopropylethylamine (10.6 mL) and N-methyl-2-piperidin-1-ylethanamine (7.10 g) were added in that order to chloroform (140 mL) solution of triphosgene (8.15 g). The reaction liquid was stirred for 1 hour with cooling with ice, and then water (25 mL) was added thereto. The reaction liquid was azeotroped with toluene and then dried overnight under reduced pressure to obtain methyl(2-piperidin-1-ylethyl)carbamyl chloride monohydrochloride (20.0 g) as a pale yellow oily ... Starting materials: CO, O=c1cc(CO)n(Cc2ccncc2)cc1C(c1ccccc1)c1ccccc1. The product is O=Cc1cc(=O)c(C(c2ccccc2)c2ccccc2)cn1Cc1ccncc1. As a reaction SMILES: [CH3:30][OH:31].[c:1]1([CH:7]([c:8]2[cH:9][n:10]([CH2:17][c:18]3[cH:19][cH:20][n:21][cH:22][cH:23]3)[c:11]([CH2:15][OH:16])[cH:12][c:13]2=[O:14])[c:24]2[cH:25][cH:26][cH:27][cH:28][cH:29]2)[cH:2][cH:3][cH:4][cH:5][cH:6]1>>[c:1]1([CH:7]([c:8]2[cH:9][n:10]([CH2:17][c:18]3[cH:19][cH:20][n:21][cH:22][cH:23]3)[c:11]([CH:15]=[O:16])[cH:12][c:13]2=[O:14])[c:24]2[cH:25][cH:26][cH:27][cH:28][cH:29]2)[cH:2][cH:3][cH:4][cH:5][cH:6]1. The reactants are C(C=CC1=CC=CC=C1)(=O)C1=CC=C(C=C1)N1CCN(CC1)C1=CC=NC=C1 (1-(4-cinnamoylphenyl)-4-(4-pyridyl)piperazine), CC(=O)C1=CC=C(C=C1)F (4-fluoroacetophenone), FC1=CC=C(C(=O)C2=CC=CC=C2)C=C1 (4-fluorobenzophenone). The product is C(C)(=O)C1=CC=C(C=C1)N1CCN(CC1)C1=CC=NC=C1 (1-(4-acetylphenyl)-4-(4-pyridyl)piperazine). Yield: 40.0%. As a reaction SMILES: [C:1]([C:11]1[CH:16]=[CH:15][C:14]([N:17]2[CH2:22][CH2:21][N:20]([C:23]3[CH:28]=[CH:27][N:26]=[CH:25][CH:24]=3)[CH2:19][CH2:18]2)=[CH:13][CH:12]=1)(=[O:10])[CH:2]=CC1C=CC=CC=1.CC(C1C=CC(F)=CC=1)=O.FC1C=CC(C(C2C=CC=CC=2)=O)=CC=1>>[C:1]([C:11]1[CH:12]=[CH:13][C:14]([N:17]2[CH2:18][CH2:19][N:20]([C:23]3[CH:28]=[CH:27][N:26]=[CH:25][CH:24]=3)[CH2:21][CH2:22]2)=[CH:15][CH:16]=1)(=[O:10])[CH3:2]. Procedure: The 1-(4-acetylphenyl)-4-(4-pyridyl)piperazine used as starting material was prepared as in Example 32, using 4-fluoroacetophenone as starting material in place of 4-fluorobenzophenone to give 1-(4-acetylphenyl)-4-(4-pyridyl)piperazine (40% yield), m.p. 176-177° C. Reactants: N1(CCOCC1)C1=NC(=NC(=N1)C1=CC=C(C=C1)NC(NC=1C=NC=CC1)=O)NC1CN(C1)C(=O)OC(C)(C)C (tert-butyl 3-[(4-morpholin-4-yl-6-{4-[(pyridin-3-ylcarbamoyl)amino]phenyl}-1,3,5-triazin-2-yl)amino]azetidine-1-carboxylate), C(=O)(C(F)(F)F)O (TFA). The solvent is C(Cl)Cl (DCM). Reaction conditions: time 24 hour. Product: N1CC(C1)NC1=NC(=NC(=N1)N1CCOCC1)C1=CC=C(C=C1)NC(=O)NC=1C=NC=CC1 (1-{4-[4-(azetidin-3-ylamino)-6-morpholin-4-yl-1,3,5-triazin-2-yl]phenyl}-3-pyridin-3-ylurea). RXN SMILES: [N:1]1([C:7]2[N:12]=[C:11]([C:13]3[CH:18]=[CH:17][C:16]([NH:19][C:20](=[O:28])[NH:21][C:22]4[CH:23]=[N:24][CH:25]=[CH:26][CH:27]=4)=[CH:15][CH:14]=3)[N:10]=[C:9]([NH:29][CH:30]3[CH2:33][N:32](C(OC(C)(C)C)=O)[CH2:31]3)[N:8]=2)[CH2:6][CH2:5][O:4][CH2:3][CH2:2]1.C(O)(C(F)(F)F)=O>C(Cl)Cl>[NH:32]1[CH2:31][CH:30]([NH:29][C:9]2[N:8]=[C:7]([N:1]3[CH2:6][CH2:5][O:4][CH2:3][CH2:2]3)[N:12]=[C:11]([C:13]3[CH:14]=[CH:15][C:16]([NH:19][C:20]([NH:21][C:22]4[CH:23]=[N:24][CH:25]=[CH:26][CH:27]=4)=[O:28])=[CH:17][CH:18]=3)[N:10]=2)[CH2:33]1. Procedure: To a stirred solution of tert-butyl 3-[(4-morpholin-4-yl-6-{4-[(pyridin-3-ylcarbamoyl)amino]phenyl}-1,3,5-triazin-2-yl)amino]azetidine-1-carboxylate 30 mg (0.055 mmoles) in DCM, (20 ml) TFA (1.5 ml) was added at room temperature and stirred for 24 hours. At the end, reaction mixture was concentrated and purified by Gilson HPLC, using ACN/water and TFA. Yield: 21 (83%); (M+H) 448.5. Reactants: C(C)(C)(C)OC(=O)N1CC(C1)OC1=CC=C(C=C1)C1C(CN(CC1)C(=O)OCC1=CC=CC=C1)O (benzyl 4-[4-(1-tert-butoxycarbonylazetidin-3-yloxy)phenyl]-3-hydroxypiperidine-1-carboxylate), ClCC=1C=CC2=C(N(C(CO2)=O)CCCOC)C1 (6-chloromethyl-4-(3-methoxypropyl)-4H-benzo[1,4]oxazin-3-one). The product is C(C)(C)(C)OC(=O)N1CC(C1)OC1=CC=C(C=C1)C1C(CN(CC1)C(=O)OCC1=CC=CC=C1)OCC=1C=CC2=C(N(C(CO2)=O)CCCOC)C1 (Benzyl 4-[4-(1-tert-butoxycarbonylazetidin-3-yloxy)phenyl]-3-[4-(3-methoxypropyl)-3-oxo-3,4-dihydro-2H-benzo[1,4]oxazin-6-ylmethoxy]piperidine-1-carboxylate). Reaction SMILES: [C:1]([O:5][C:6]([N:8]1[CH2:11][CH:10]([O:12][C:13]2[CH:18]=[CH:17][C:16]([CH:19]3[CH2:24][CH2:23][N:22]([C:25]([O:27][CH2:28][C:29]4[CH:34]=[CH:33][CH:32]=[CH:31][CH:30]=4)=[O:26])[CH2:21][CH:20]3[OH:35])=[CH:15][CH:14]=2)[CH2:9]1)=[O:7])([CH3:4])([CH3:3])[CH3:2].Cl[CH2:37][C:38]1[CH:39]=[CH:40][C:41]2[O:46][CH2:45][C:44](=[O:47])[N:43]([CH2:48][CH2:49][CH2:50][O:51][CH3:52])[C:42]=2[CH:53]=1>>[C:1]([O:5][C:6]([N:8]1[CH2:11][CH:10]([O:12][C:13]2[CH:14]=[CH:15][C:16]([CH:19]3[CH2:24][CH2:23][N:22]([C:25]([O:27][CH2:28][C:29]4[CH:30]=[CH:31][CH:32]=[CH:33][CH:34]=4)=[O:26])[CH2:21][CH:20]3[O:35][CH2:37][C:38]3[CH:39]=[CH:40][C:41]4[O:46][CH2:45][C:44](=[O:47])[N:43]([CH2:48][CH2:49][CH2:50][O:51][CH3:52])[C:42]=4[CH:53]=3)=[CH:17][CH:18]=2)[CH2:9]1)=[O:7])([CH3:4])([CH3:2])[CH3:3]. Reported procedure: Analogously to Method D, 13.34 g of benzyl 4-[4-(1-tert-butoxycarbonylazetidin-3-yloxy)phenyl]-3-hydroxypiperidine-1-carboxylate and 8.267 g of 6-chloromethyl-4-(3-methoxypropyl)-4H-benzo[1,4]oxazin-3-one are reacted. The title compound is obtained as a yellow oil. Rf=0.33 (2:1 EtOAc-heptane); Rt=5.53. Reactants: 2-furylaldehyde, C(C=C)N (allylamine), potassium tert.-butylate, O1C(CC=C1)=CC=CN (N-2-furylidenepropenylamine). Product: CC1C=NC(CC=CCCC=CC1)C=1OC=CC1 (3-methyl-12-(2-furyl)-1-aza-1,5,9-cyclododecatriene). As a reaction SMILES: [O:1]1[CH:5]=[CH:4][CH2:3][C:2]1=[CH:6][CH:7]=[CH:8]N.[CH2:10]([NH2:13])[CH:11]=[CH2:12]>>[CH3:12][CH:11]1[CH2:7][CH:6]=[CH:2][CH2:3][CH2:4][CH:5]=[CH:8][CH2:7][CH:6]([C:2]2[O:1][CH:5]=[CH:4][CH:3]=2)[N:13]=[CH:10]1. Procedure details: The procedure described in Example 1(a) is repeated, except that 273 g (2.02 mols) of N-2-furylidenepropenylamine [prepared by reaction of 2-furylaldehyde with allylamine and subsequent isomerisation in the presence of potassium tert.-butylate; boiling point 60°-62° C./67 Pa; nD20 =1.6004] are used. Distillation yields 210 g (0.865 mol) of 3-methyl-12-(2-furyl)-1-aza-1,5,9-cyclododecatriene; boiling point 106°-108° C./4 Pa; nD20 =1.5260. Starting materials: CCO, SC1=Nc2cccc3cccc1c23, NCCCCCCCCCCCCn1ccnc1. Product: c1cc2c3c(cccc3c1)C(NCCCCCCCCCCCCn1ccnc1)=N2. As a reaction SMILES: [CH3:32][CH2:33][OH:34].[N:19]1=[C:20]([SH:31])[c:21]2[c:22]3[c:23]([cH:24][cH:25][cH:26][c:27]31)[cH:28][cH:29][cH:30]2.[n:1]1([CH2:6][CH2:7][CH2:8][CH2:9][CH2:10][CH2:11][CH2:12][CH2:13][CH2:14][CH2:15][CH2:16][CH2:17][NH2:18])[cH:2][n:3][cH:4][cH:5]1>>[n:1]1([CH2:6][CH2:7][CH2:8][CH2:9][CH2:10][CH2:11][CH2:12][CH2:13][CH2:14][CH2:15][CH2:16][CH2:17][NH:18][C:20]2=[N:19][c:27]3[c:22]4[c:21]2[cH:30][cH:29][cH:28][c:23]4[cH:24][cH:25][cH:26]3)[cH:2][n:3][cH:4][cH:5]1. Reaction SMILES: [CH3:33][CH2:34][OH:35].[Cl:1][c:2]1[c:3]([C:17]#[N:18])[cH:4][n:5][c:6]2[cH:7][c:8]([O:15][CH3:16])[c:9]([O:12][CH2:13][CH3:14])[cH:10][c:11]12.[Na+:32].[O-:28][C:29]([OH:30])=[O:31].[OH:19][c:20]1[cH:21][c:22]([NH2:23])[cH:24][cH:25][c:26]1[CH3:27]>>[c:2]1([NH:23][c:22]2[cH:21][c:20]([OH:19])[c:26]([CH3:27])[cH:25][cH:24]2)[c:3]([C:17]#[N:18])[cH:4][n:5][c:6]2[cH:7][c:8]([O:15][CH3:16])[c:9]([O:12][CH2:13][CH3:14])[cH:10][c:11]12. Reactants: CCO, CCOc1cc2c(Cl)c(C#N)cnc2cc1OC, [Na+], O=C([O-])O, Cc1ccc(N)cc1O. Product: CCOc1cc2c(Nc3ccc(C)c(O)c3)c(C#N)cnc2cc1OC. RXN SMILES: [CH2:28]1[O:29][CH2:30][CH2:31][CH2:32]1.[CH2:8]([Li:9])[CH2:10][CH2:11][CH3:12].[CH3:1][n:2]1[n:3][n:4][n:5][c:6]1[CH3:7].[CH3:33][CH2:34][CH2:35][CH2:36][CH2:37][CH3:38].[F:13][c:14]1[cH:15][cH:16][c:17]([C:18](=[O:19])[c:20]2[cH:21][cH:22][cH:23][cH:24][cH:25]2)[cH:26][cH:27]1>>[CH3:1][n:2]1[n:3][n:4][n:5][c:6]1[CH2:7][C:18]([c:17]1[cH:16][cH:15][c:14]([F:13])[cH:27][cH:26]1)([OH:19])[c:20]1[cH:21][cH:22][cH:23][cH:24][cH:25]1. Reactants: C1CCOC1, [Li]CCCC, Cc1nnnn1C, CCCCCC, O=C(c1ccccc1)c1ccc(F)cc1. Yields the product Cn1nnnc1CC(O)(c1ccccc1)c1ccc(F)cc1. Reactants: [F-].C(CCC)[N+](CCCC)(CCCC)CCCC (tetrabutylammonium fluoride), [Si](C1=CC=CC=C1)(C1=CC=CC=C1)(C(C)(C)C)OCCOC[C@@H](C(=O)NC1=NC=C(C=C1)Cl)OC1=C2C(=NC=N1)N(N=C2)C2=C(C(=CC=C2)F)C ((2S)-3-(2-(tert-butyldiphenylsilyloxy)ethoxy)-N-(5-chloropyridin-2-yl)-2-(1-(3-fluoro-2-methylphenyl)-1H-pyrazolo[3,4-d]pyrimidin-4-yloxy)propanamide), [Cl-].[NH4+] (ammonium chloride). Solvent: CCOC(=O)C (EtOAc), C1CCOC1 (THF). Conditions: time 3 hour. Yields the product ClC=1C=CC(=NC1)NC([C@H](COCCO)OC1=NC=NC2=C1C=NN2C2=C(C(=CC=C2)F)C)=O ((2S)—N-(5-chloropyridin-2-yl)-2-[1-(3-fluoro-2-methylphenyl)pyrazolo[4,5-e]pyrimidin-4-yl]oxy-3-(2-hydroxyethoxy)propanamide). Yield: 62.4%. As a reaction SMILES: [F-].C([N+](CCCC)(CCCC)CCCC)CCC.[Si]([O:36][CH2:37][CH2:38][O:39][CH2:40][C@H:41]([O:52][C:53]1[N:58]=[CH:57][N:56]=[C:55]2[N:59]([C:62]3[CH:67]=[CH:66][CH:65]=[C:64]([F:68])[C:63]=3[CH3:69])[N:60]=[CH:61][C:54]=12)[C:42]([NH:44][C:45]1[CH:50]=[CH:49][C:48]([Cl:51])=[CH:47][N:46]=1)=[O:43])(C(C)(C)C)(C1C=CC=CC=1)C1C=CC=CC=1.[Cl-].[NH4+]>C1COCC1.CCOC(C)=O>[Cl:51][C:48]1[CH:49]=[CH:50][C:45]([NH:44][C:42](=[O:43])[C@@H:41]([O:52][C:53]2[C:54]3[CH:61]=[N:60][N:59]([C:62]4[CH:67]=[CH:66][CH:65]=[C:64]([F:68])[C:63]=4[CH3:69])[C:55]=3[N:56]=[CH:57][N:58]=2)[CH2:40][O:39][CH2:38][CH2:37][OH:36])=[N:46][CH:47]=1 |f:0.1,3.4|. Reported procedure: A solution of tetrabutylammonium fluoride (1M in THF) (1.504 mL, 1.50 mmol) was added dropwise to a stirred solution of (2S)-3-(2-(tert-butyldiphenylsilyloxy)ethoxy)-N-(5-chloropyridin-2-yl)-2-(1-(3-fluoro-2-methylphenyl)-1H-pyrazolo[3,4-d]pyrimidin-4-yloxy)propanamide (Intermediate AF3) (600 mg, 0.83 mmol) in THF (15 mL) over a period of 1 minute and the resulting solution stirred at ambient temperature for 3 hours. Saturated ammonium chloride (20 mL) was added to the reaction mixture which was...